This data is from the Open Reaction Database (ORD), a public repository of structured organic reaction records. The task is: describe an organic reaction: reactants, conditions, products, and yield The reactants are C(O)([O-])=O.[Na+] (sodium hydrogencarbonate), O (Water), FC1=CC=C(C=C1)C1OCC2=CC(=CC=C12)CO (1-(4′-Fluorophenyl)-1,3-dihydroisobenzofuran-5-ylmethanol), Cl[O-].[Na+] (sodium hypochlorite). The reagents and catalysts are [Br-].C(CCC)[N+](CCCC)(CCCC)CCCC (tetrabutylammonium bromide). Run in C(C)(=O)OCC (ethyl acetate). Conditions: temperature 5 celsius, time 1 hour. Yields the product FC1=CC=C(C=C1)C1OCC2=CC(=CC=C12)C=O (1-(4′-fluorophenyl)-1,3-dihydroisobenzofuran-5-carbaldehyde). Yield: 84.2%. RXN SMILES: [F:1][C:2]1[CH:7]=[CH:6][C:5]([CH:8]2[C:16]3[C:11](=[CH:12][C:13]([CH2:17][OH:18])=[CH:14][CH:15]=3)[CH2:10][O:9]2)=[CH:4][CH:3]=1.C(=O)([O-])O.[Na+].Cl[O-].[Na+].O>C(OCC)(=O)C.[Br-].C([N+](CCCC)(CCCC)CCCC)CCC>[F:1][C:2]1[CH:7]=[CH:6][C:5]([CH:8]2[C:16]3[C:11](=[CH:12][C:13]([CH:17]=[O:18])=[CH:14][CH:15]=3)[CH2:10][O:9]2)=[CH:4][CH:3]=1 |f:1.2,3.4,7.8|. Procedure: 1-(4′-Fluorophenyl)-1,3-dihydroisobenzofuran-5-ylmethanol (20.6 g) was dissolved in ethyl acetate (160 ml) and to the obtained solution were added sodium hydrogencarbonate (2.9 g), tetrabutylammonium bromide (1.6 g) and 4-hydroxy-2,2,6,6-tetramethyl-1-piperidinoxy (0.13 g). The mixture was cooled to 5° C. Thereto was added dropwise 12.9% aqueous sodium hypochlorite solution (52.7 g) at 5-10° C. and the mixture was stirred for 1 hr. Water (100 ml) was added to the reaction mixture and the mixture... Starting materials: C(\C=C\CC)(=O)OC (methyl 2-trans-pentenoate), N1CCCC1 (pyrrolidine). Reaction conditions: temperature 100 celsius. Yields the product N1(CCCC1)C(CC(=O)OC)CC (methyl 3-pyrrolidinovalerate). As a reaction SMILES: [C:1]([O:7][CH3:8])(=[O:6])/[CH:2]=[CH:3]/[CH2:4][CH3:5].[NH:9]1[CH2:13][CH2:12][CH2:11][CH2:10]1>>[N:9]1([CH:3]([CH2:4][CH3:5])[CH2:2][C:1]([O:7][CH3:8])=[O:6])[CH2:13][CH2:12][CH2:11][CH2:10]1. Procedure: A mixture of 171 g of methyl 2-trans-pentenoate and 106.5 g of pyrrolidine was heated for 20 hours at 100° C. After distillation over a Vigreux column, 198.7 g (72% of theory) of methyl 3-pyrrolidinovalerate of boiling point 65° C./0.4 mbar, nD20 =1.4580, were obtained. The reactants are C[S-].[Na+] (sodium methanethiolate), BrCC(=O)C1=CC(=CC(=C1)Cl)Cl (2-bromo-1-(3,5-dichlorophenyl)-1-ethanone). Run in CO (methanol). The product is ClC=1C=C(C=C(C1)Cl)C(CSC)=O (1-(3,5-dichlorophenyl)-2-methylthio-1-ethanone). Isolated yield 93.8%. Reaction SMILES: [CH3:1][S-:2].[Na+].Br[CH2:5][C:6]([C:8]1[CH:13]=[C:12]([Cl:14])[CH:11]=[C:10]([Cl:15])[CH:9]=1)=[O:7]>CO>[Cl:15][C:10]1[CH:9]=[C:8]([C:6](=[O:7])[CH2:5][S:2][CH3:1])[CH:13]=[C:12]([Cl:14])[CH:11]=1 |f:0.1|. Reported procedure: 3.7 g (0.015 mol) of 1-(3,5-dichlorophenyl)-2-methylthio-1-ethanone are prepared by addition at 0° C. of 1.23 g (0.017 mol) of sodium methanethiolate in solution in 10 ml of methanol to 4.28 g (0.016 mol) of 2-bromo-1-(3,5-dichlorophenyl)-1-ethanone obtained above. Reactants: C1CCOC1, O=C(N=NC(=O)N1CCCCC1)N1CCCCC1, CCOC(=O)CC1CCc2cc(O)ccc21, N#Cc1ccc(OCCCO)nc1, c1ccc(P(c2ccccc2)c2ccccc2)cc1. Product: CCOC(=O)CC1CCc2cc(OCCCOc3ccc(C#N)cn3)ccc21. As a reaction SMILES: [CH2:67]1[O:68][CH2:69][CH2:70][CH2:71]1.[N:49]([C:50]([N:51]1[CH2:52][CH2:53][CH2:54][CH2:55][CH2:56]1)=[O:57])=[N:58][C:59]([N:60]1[CH2:61][CH2:62][CH2:63][CH2:64][CH2:65]1)=[O:66].[OH:14][c:15]1[cH:16][c:17]2[c:21]([cH:22][cH:23]1)[CH:20]([CH2:24][C:25](=[O:26])[O:27][CH2:28][CH3:29])[CH2:19][CH2:18]2.[OH:1][CH2:2][CH2:3][CH2:4][O:5][c:6]1[n:7][cH:8][c:9]([C:10]#[N:11])[cH:12][cH:13]1.[c:30]1([P:31]([c:32]2[cH:33][cH:34][cH:35][cH:36][cH:37]2)[c:38]2[cH:39][cH:40][cH:41][cH:42][cH:43]2)[cH:44][cH:45][cH:46][cH:47][cH:48]1>>[O:1]([CH2:2][CH2:3][CH2:4][O:5][c:6]1[n:7][cH:8][c:9]([C:10]#[N:11])[cH:12][cH:13]1)[c:15]1[cH:16][c:17]2[c:21]([cH:22][cH:23]1)[CH:20]([CH2:24][C:25](=[O:26])[O:27][CH2:28][CH3:29])[CH2:19][CH2:18]2. Reactants: C(C)OC(=O)CS(=O)(=O)O ((ethoxycarbonyl)methanesulfonic acid), O=P(Cl)(Cl)Cl (POCl3). Conditions: temperature 125 celsius. The product is C(C)OC(=O)CS(=O)(=O)Cl ((ethoxycarbonyl)methanesulfonyl chloride). Yield: 80.0%. As a reaction SMILES: [CH2:1]([O:3][C:4]([CH2:6][S:7]([OH:10])(=O)=[O:8])=[O:5])[CH3:2].O=P(Cl)(Cl)[Cl:13]>>[CH2:1]([O:3][C:4]([CH2:6][S:7]([Cl:13])(=[O:10])=[O:8])=[O:5])[CH3:2]. Procedure: A mixture of (ethoxycarbonyl)methanesulfonic acid (10 g, 60 mmol.) and POCl3 (45 mL) was heated at 125° C. for 5 h. The mixture was cooled and filtered, and excess POCl3 was removed to give crude (ethoxycarbonyl)methanesulfonyl chloride (8.1 g, 80%) used directly without purification. The product is Nc1cc(Cl)nn2ccnc12. RXN SMILES: [C:1]([O:2][C:3](=[O:4])[NH:7][c:8]1[c:9]2[n:10]([n:11][c:12]([Cl:14])[cH:13]1)[cH:15][cH:16][n:17]2)([CH3:5])([CH3:6])[CH3:18].[Cl:19][CH2:20][Cl:21].[OH:22][C:23]([C:24]([F:25])([F:26])[F:27])=[O:28]>>[NH2:7][c:8]1[c:9]2[n:10]([n:11][c:12]([Cl:14])[cH:13]1)[cH:15][cH:16][n:17]2. The reactants are CC(C)(C)OC(=O)Nc1cc(Cl)nn2ccnc12, ClCCl, O=C(O)C(F)(F)F. Starting materials: [H-].[Na+] (sodium hydride), CCOCC (ether), C(CCCCCO)O (1,6-hexandiol), BrCCCCOCCC(C)C (1-bromo-4-isopentyloxy-butane). Solvent: COCCOC (1,2-dimethoxy ethane), COCCOC (1,2-dimethoxy ethane). Run at time 3 hour. Yields the product C(CC(C)C)OCCCCOCCCCCCO (6-(4-Isopentyloxy-butyloxy)-hexanol). RXN SMILES: [CH2:1]([OH:8])[CH2:2][CH2:3][CH2:4][CH2:5][CH2:6][OH:7].[H-].[Na+].Br[CH2:12][CH2:13][CH2:14][CH2:15][O:16][CH2:17][CH2:18][CH:19]([CH3:21])[CH3:20].CCOCC>COCCOC>[CH2:17]([O:16][CH2:15][CH2:14][CH2:13][CH2:12][O:7][CH2:6][CH2:5][CH2:4][CH2:3][CH2:2][CH2:1][OH:8])[CH2:18][CH:19]([CH3:21])[CH3:20] |f:1.2|. Reported procedure: 17.8 g (0.163 mol) of 1,6-hexandiol in 30 cc of absolute 1,2-dimethoxy ethane are added dropwise over the course of 15 minutes, under nitrogen and while stirring, to 4.85 g (0.117 mol) of 55% sodium hydride dispersion in oil, suspended in 140 cc of absolute 1,2-dimethoxy ethane. The mixture is stirred at 60° for 3 hours, 22.5 g (0.101 mol) of 1-bromo-4-isopentyloxy-butane are then added and then it is stirred at 60° for 40 hours. After cooling to 20°, 400 cc of ether are added to the reaction mi... Procedure: 252 mg of 2-[3-(5-hydroxypyrimidin-2-yl)benzyl]-6-(1-methyl-1H-pyrazol-4-yl)-2H-pyridazin-3-one (0.7 mmol) are suspended in abs. THF under a protective-gas atmosphere in a 25 ml three-necked flask, 0.19 ml of 2-(tetrahydropyran-2-yloxy)ethanol (1.4 mmol) and 367 mg of triphenylphosphine (1.4 mmol) are added, and the mixture is stirred at RT for 30 min. 275 μl of diisopropyl azodicarboxylate (1.4 mmol) are subsequently added dropwise, and the reaction mixture is stirred at RT for a further 2 h. F... The product is OCCOC=1C=NC(=NC1)C=1C=C(CN2N=C(C=CC2=O)C=2C=NN(C2)C)C=CC1 (2-{3-[5-(2-hydroxyethoxy)pyrimidin-2-yl]benzyl}-6-(1-methyl-1H-pyrazol-4-yl)-2H-pyridazin-3-one). RXN SMILES: [OH:1][C:2]1[CH:3]=[N:4][C:5]([C:8]2[CH:9]=[C:10]([CH:25]=[CH:26][CH:27]=2)[CH2:11][N:12]2[C:17](=[O:18])[CH:16]=[CH:15][C:14]([C:19]3[CH:20]=[N:21][N:22]([CH3:24])[CH:23]=3)=[N:13]2)=[N:6][CH:7]=1.[O:28]1CCC[CH2:30][CH:29]1OCCO.C1(P(C2C=CC=CC=2)C2C=CC=CC=2)C=CC=CC=1.N(C(OC(C)C)=O)=NC(OC(C)C)=O>ClCCl.C1COCC1>[OH:28][CH2:29][CH2:30][O:1][C:2]1[CH:3]=[N:4][C:5]([C:8]2[CH:9]=[C:10]([CH:25]=[CH:26][CH:27]=2)[CH2:11][N:12]2[C:17](=[O:18])[CH:16]=[CH:15][C:14]([C:19]3[CH:20]=[N:21][N:22]([CH3:24])[CH:23]=3)=[N:13]2)=[N:6][CH:7]=1. Solvent: ClCCl (dichloromethane), C1CCOC1 (THF). Reaction conditions: time 30 minute. The reactants are OC=1C=NC(=NC1)C=1C=C(CN2N=C(C=CC2=O)C=2C=NN(C2)C)C=CC1 (2-[3-(5-hydroxypyrimidin-2-yl)benzyl]-6-(1-methyl-1H-pyrazol-4-yl)-2H-pyridazin-3-one), N(=NC(=O)OC(C)C)C(=O)OC(C)C (diisopropyl azodicarboxylate), O1C(CCCC1)OCCO (2-(tetrahydropyran-2-yloxy)ethanol), C1(=CC=CC=C1)P(C1=CC=CC=C1)C1=CC=CC=C1 (triphenylphosphine).